This data is from the Open Reaction Database (ORD), a public repository of structured organic reaction records. The task is: describe an organic reaction: reactants, conditions, products, and yield Reactants: C1CCNCC1, COC(=O)c1cc(N)cc(-c2ccc(C)cc2)c1, CC#N, ICI. The product is COC(=O)c1cc(I)cc(-c2ccc(C)cc2)c1. RXN SMILES: [CH2:22]1[CH2:23][CH2:24][NH:25][CH2:26][CH2:27]1.[CH3:1][O:2][C:3](=[O:4])[c:5]1[cH:6][c:7](-[c:12]2[cH:13][cH:14][c:15]([CH3:18])[cH:16][cH:17]2)[cH:8][c:9]([NH2:11])[cH:10]1.[CH3:28][C:29]#[N:30].[I:19][CH2:20][I:21]>>[CH3:1][O:2][C:3](=[O:4])[c:5]1[cH:6][c:7](-[c:12]2[cH:13][cH:14][c:15]([CH3:18])[cH:16][cH:17]2)[cH:8][c:9]([I:19])[cH:10]1. Starting materials: [BH3-]C#N, CO, NC1CCC1, [Na+], O=Cc1ccc(Oc2ccccc2)cc1. Product: c1ccc(Oc2ccc(CNC3CCC3)cc2)cc1. Reaction SMILES: [C:21]([BH3-:22])#[N:23].[CH3:25][OH:26].[CH:16]1([NH2:20])[CH2:17][CH2:18][CH2:19]1.[Na+:24].[O:1]([c:2]1[cH:3][cH:4][cH:5][cH:6][cH:7]1)[c:8]1[cH:9][cH:10][c:11]([CH:12]=[O:13])[cH:14][cH:15]1>>[O:1]([c:2]1[cH:3][cH:4][cH:5][cH:6][cH:7]1)[c:8]1[cH:9][cH:10][c:11]([CH2:12][NH:20][CH:16]2[CH2:17][CH2:18][CH2:19]2)[cH:14][cH:15]1. Reactants: C(C)(C)(C)OC(NCC1=C(C=C(C=C1)OCCF)OC)=O ([4-(2-fluoro-ethoxy)-2-methoxy-benzyl]-carbamic acid tert-butyl ester), Cl (HCl). The solvent is C(C)(=O)O (acetic acid). Product: Cl.FCCOC1=CC(=C(CN)C=C1)OC (4-(2-fluoro-ethoxy)-2-methoxy-benzylamine hydrochloride). As a reaction SMILES: C(OC(=O)[NH:7][CH2:8][C:9]1[CH:14]=[CH:13][C:12]([O:15][CH2:16][CH2:17][F:18])=[CH:11][C:10]=1[O:19][CH3:20])(C)(C)C.[ClH:22]>C(O)(=O)C>[ClH:22].[F:18][CH2:17][CH2:16][O:15][C:12]1[CH:13]=[CH:14][C:9]([CH2:8][NH2:7])=[C:10]([O:19][CH3:20])[CH:11]=1 |f:3.4|. Reported procedure: The above [4-(2-fluoro-ethoxy)-2-methoxy-benzyl]-carbamic acid tert-butyl ester (9.9 mg, 0.33 mmol) is treated with 37% aq. HCl (0.1 mL) and acetic acid (1 mL) for 1.5 h at rt. The solvents are removed by lyophilisation to give 4-(2-fluoro-ethoxy)-2-methoxy-benzylamine hydrochloride (7.8 mg) as a beige resin. LC-MS: tR=0.73 min, [M+1]+=200.04. The reactants are CuBr, Br (HBr), NC1=CC=C(C=C1)N1CCC(CC1)C(=O)N(C)C (1-(4-aminophenyl)-N,N-dimethylpiperidine-4-carboxamide), N(=O)[O-].[Na+] (NaNO2), Br (HBr). The solvent is O (water), O (water), O (water). Conditions: time 30 minute. Product: BrC1=CC=C(C=C1)N1CCC(CC1)C(=O)N(C)C (1-(4-bromophenyl)-N,N-dimethylpiperidine-4-carboxamide). Reaction SMILES: N[C:2]1[CH:7]=[CH:6][C:5]([N:8]2[CH2:13][CH2:12][CH:11]([C:14]([N:16]([CH3:18])[CH3:17])=[O:15])[CH2:10][CH2:9]2)=[CH:4][CH:3]=1.N([O-])=O.[Na+].[BrH:23]>O>[Br:23][C:2]1[CH:7]=[CH:6][C:5]([N:8]2[CH2:13][CH2:12][CH:11]([C:14]([N:16]([CH3:18])[CH3:17])=[O:15])[CH2:10][CH2:9]2)=[CH:4][CH:3]=1 |f:1.2|. Reported procedure: A solution of 1-(4-aminophenyl)-N,N-dimethylpiperidine-4-carboxamide (4.2 g, 16.98 mmol) in 25 mL HBr in 20 mL of water was added a solution of NaNO2 (1.17 g, 16.98 mmol) in water (2 mL) slowly. The mixture was stirred at −10° C.˜0° C. for 30 minutes, and added dropwise to a solution of CuBr (1.34 g, 9.34 mmol) in 12 mL HBr in water (10 mL). Then the mixture was stirred at reflux for 2 hours. The mixture was partitioned between 2N NaOH and EA, washed with EA, dried over Na2SO4. The volatiles wer...